Dataset: the Open Reaction Database (ORD), a public repository of structured organic reaction records. Task: describe an organic reaction: reactants, conditions, products, and yield Yields the product Cc1cnc(N2CCN(C(=O)c3ccc(Cl)cc3N3CCN(C)C3=O)CC2)c(C)c1. Reactants: Cc1cnc(N2CCN(C(=O)c3ccc(Cl)cc3Br)CC2)c(C)c1, CN1CCNC1=O. Reaction SMILES: [Br:1][c:2]1[c:3]([C:9](=[O:10])[N:11]2[CH2:12][CH2:13][N:14]([c:17]3[n:18][cH:19][c:20]([CH3:24])[cH:21][c:22]3[CH3:23])[CH2:15][CH2:16]2)[cH:4][cH:5][c:6]([Cl:8])[cH:7]1.[CH3:25][N:26]1[C:27](=[O:31])[NH:28][CH2:29][CH2:30]1>>[c:2]1([N:28]2[C:27](=[O:31])[N:26]([CH3:25])[CH2:30][CH2:29]2)[c:3]([C:9](=[O:10])[N:11]2[CH2:12][CH2:13][N:14]([c:17]3[n:18][cH:19][c:20]([CH3:24])[cH:21][c:22]3[CH3:23])[CH2:15][CH2:16]2)[cH:4][cH:5][c:6]([Cl:8])[cH:7]1. Reactants: CC(CCCC)O (2-Hexanol), C[Al](C)C (trimethylaluminum), COC1=NC(=NC(=N1)C)NC(=O)NS(=O)(=O)C1=C(C=CC=C1)C(=O)OC (N-[(4-methoxy-6-methyl-1,3,5-triazin-2-yl)aminocarbonyl]-2-methoxycarbonylbenzenesulfonamide). The solvent is C1(=CC=CC=C1)C (toluene), C1(=CC=CC=C1)C (toluene). Conditions: time 15 minute. The product is COC1=NC(=NC(=N1)C)NC(=O)NS(=O)(=O)C1=C(C=CC=C1)C(=O)OC(CCCC)C (N-[(4-methoxy-6-methyl-1,3,5-triazin-2-yl)aminocarbonyl]-2-(1-methylpentyloxycarbonyl)benzenesulfonamide). Yield: 57.8%. As a reaction SMILES: [CH3:1][CH:2]([OH:7])[CH2:3][CH2:4][CH2:5][CH3:6].C[Al](C)C.[CH3:12][O:13][C:14]1[N:19]=[C:18]([CH3:20])[N:17]=[C:16]([NH:21][C:22]([NH:24][S:25]([C:28]2[CH:33]=[CH:32][CH:31]=[CH:30][C:29]=2[C:34](OC)=[O:35])(=[O:27])=[O:26])=[O:23])[N:15]=1>C1(C)C=CC=CC=1>[CH3:12][O:13][C:14]1[N:19]=[C:18]([CH3:20])[N:17]=[C:16]([NH:21][C:22]([NH:24][S:25]([C:28]2[CH:33]=[CH:32][CH:31]=[CH:30][C:29]=2[C:34]([O:7][CH:2]([CH3:1])[CH2:3][CH2:4][CH2:5][CH3:6])=[O:35])(=[O:27])=[O:26])=[O:23])[N:15]=1. Procedure: 2-Hexanol (0.61 g) in 2 ml dry toluene was slowly added at room temperature to a solution of 1.5 ml (2M) trimethylaluminum diluted with 5.0 ml dry toluene under nitrogen. The mixture was stirred at room temperature for 15 minutes and 0.95 g of N-[(4-methoxy-6-methyl-1,3,5-triazin-2-yl)aminocarbonyl]-2-methoxycarbonylbenzenesulfonamide was added. The mixture was warmed under N2 to reflux temperature for 2.5 hr. cooled to room temperature and carefully quenched with 20 ml 10% HCl. The organic phas... Starting materials: COC(C1=CC(=CC=C1)C=CC1=C(C=C(C=C1)OCC=1N(N=NC1C(C)C)C1=C(C=CC=C1Cl)Cl)C)=O (3-(2-(4-(3-(2,6-dichloro-phenyl)-5-isopropyl-3-H-(1,2,3)triazol-4ylmethyoxy)-2-methyl-phenyl)-vinyl)-benzoic acid methyl ester), [OH-].[Li+] (lithium hydroxide), [OH-].[Li+] (lithium hydroxide), CCCCCC.C(C)(=O)OCC (hexane ethyl acetate). The solvent is C1CCOC1 (THF). Conditions: temperature 55 celsius. Yields the product ClC1=C(C(=CC=C1)Cl)N1N=NC(=C1COC1=CC(=C(C=C1)C=CC=1C=C(C(=O)O)C=CC1)C)C(C)C (3-(2-(4-(3-(2,6-Dichloro-phenyl)-5-isopropyl-3-H-(1,2,3)triazol-4ylmethyoxy)-2-methyl-phenyl)-vinyl)-benzoic acid). As a reaction SMILES: C[O:2][C:3](=[O:37])[C:4]1[CH:9]=[CH:8][CH:7]=[C:6]([CH:10]=[CH:11][C:12]2[CH:17]=[CH:16][C:15]([O:18][CH2:19][C:20]3[N:21]([C:28]4[C:33]([Cl:34])=[CH:32][CH:31]=[CH:30][C:29]=4[Cl:35])[N:22]=[N:23][C:24]=3[CH:25]([CH3:27])[CH3:26])=[CH:14][C:13]=2[CH3:36])[CH:5]=1.[OH-].[Li+].CCCCCC.C(OCC)(=O)C>C1COCC1>[Cl:35][C:29]1[CH:30]=[CH:31][CH:32]=[C:33]([Cl:34])[C:28]=1[N:21]1[C:20]([CH2:19][O:18][C:15]2[CH:16]=[CH:17][C:12]([CH:11]=[CH:10][C:6]3[CH:5]=[C:4]([CH:9]=[CH:8][CH:7]=3)[C:3]([OH:37])=[O:2])=[C:13]([CH3:36])[CH:14]=2)=[C:24]([CH:25]([CH3:27])[CH3:26])[N:23]=[N:22]1 |f:1.2,3.4|. Reported procedure: To a solution of 3-(2-(4-(3-(2,6-dichloro-phenyl)-5-isopropyl-3-H-(1,2,3)triazol-4ylmethyoxy)-2-methyl-phenyl)-vinyl)-benzoic acid methyl ester (0.025 g, 0.046 mmol) in THF (3 mL) is added lithium hydroxide (0.005 g, 0.21 mmol). The reaction mixture is heated to 55° C. The reaction is determined to be incomplete due to the presence of starting material by TLC (1:1 hexane/ethyl acetate). An additional amount of lithium hydroxide (0.050 g) is added and the reaction is heated to 60° C. for 3 h. The... The reactants are CCOC(=O)Cn1ncc2c1CCCC2NS(=O)(=O)c1cc(Br)cc(C(F)(F)F)c1, CS(=O)O, CS(C)=O, [Cu]I, O=C(O)C1CCCN1, [Na], [Na], O. The product is CCOC(=O)Cn1ncc2c1CCCC2NS(=O)(=O)c1cc(C(F)(F)F)cc(S(C)(=O)=O)c1. Reaction SMILES: [CH2:1]([CH3:2])[O:3][C:4]([CH2:5][n:6]1[n:7][cH:8][c:9]2[c:14]1[CH2:13][CH2:12][CH2:11][CH:10]2[NH:15][S:16](=[O:17])(=[O:18])[c:19]1[cH:20][c:21]([Br:29])[cH:22][c:23]([C:25]([F:26])([F:27])[F:28])[cH:24]1)=[O:30].[CH3:32][S:33](=[O:34])[OH:35].[CH3:45][S:46](=[O:47])[CH3:48].[Cu:50][I:51].[NH:37]1[CH2:38][CH2:39][CH2:40][CH:41]1[C:42]([OH:43])=[O:44].[Na:31].[Na:36].[OH2:49]>>[CH2:1]([CH3:2])[O:3][C:4]([CH2:5][n:6]1[n:7][cH:8][c:9]2[c:14]1[CH2:13][CH2:12][CH2:11][CH:10]2[NH:15][S:16](=[O:17])(=[O:18])[c:19]1[cH:20][c:21]([S:33]([CH3:32])(=[O:34])=[O:35])[cH:22][c:23]([C:25]([F:26])([F:27])[F:28])[cH:24]1)=[O:30]. Starting materials: BrB(Br)Br, CCCCCC(=O)Nc1ncc(OC)cn1, CO, ClCCCl. Product: CCCCCC(=O)Nc1ncc(O)cn1. Reaction SMILES: [B:17]([Br:18])([Br:19])[Br:20].[CH3:1][O:2][c:3]1[cH:4][n:5][c:6]([NH:9][C:10]([CH2:11][CH2:12][CH2:13][CH2:14][CH3:15])=[O:16])[n:7][cH:8]1.[CH3:21][OH:22].[Cl:23][CH2:24][CH2:25][Cl:26]>>[OH:2][c:3]1[cH:4][n:5][c:6]([NH:9][C:10]([CH2:11][CH2:12][CH2:13][CH2:14][CH3:15])=[O:16])[n:7][cH:8]1.